Task: describe an organic reaction: reactants, conditions, products, and yield. Dataset: the Open Reaction Database (ORD), a public repository of structured organic reaction records Starting materials: [S-2].[Na+].[Na+] (sodium sulfide), [S] (sulfur), ClC1=C(C=C(C=C1)[N+](=O)[O-])Cl (1,2-dichloro-4-nitrobenzene). Run in O (water), O (water). Reaction conditions: temperature 90 celsius. Product: NC1=CC(=C(C=C1)SSC1=C(C=C(C=C1)N)Cl)Cl (Bis(4-amino-2-chlorophenyl)disulfide). Reaction SMILES: Cl[C:2]1[CH:7]=[CH:6][C:5]([N+:8]([O-])=O)=[CH:4][C:3]=1[Cl:11].[S-2:12].[Na+].[Na+].[S]>O>[NH2:8][C:5]1[CH:6]=[CH:7][C:2]([S:12][S:12][C:2]2[CH:7]=[CH:6][C:5]([NH2:8])=[CH:4][C:3]=2[Cl:11])=[C:3]([Cl:11])[CH:4]=1 |f:1.2.3,^3:14|. Procedure: 76.8 g (0.4 mol) of 1,2-dichloro-4-nitrobenzene, suspended in 120 ml of water, were heated to 90° C. and treated with a solution of 62.4 g (0.8 mol) of sodium sulfide and 12.8 g (0.4 mol) of sulfur in 200 ml of water. The reactants are ClC1=CC=C(C=C1)N=C=O (4-chloro phenyl isocyanate), C(C)OC(=O)C1(CNCC1)COC1=CC=C(C=C1)C1=CC=C(C=C1)F (3-(4′-fluoro-biphenyl-4-yloxymethyl)-pyrrolidine-3-carboxylic acid ethyl ester). Yields the product C(C)OC(=O)C1(CN(CC1)C(NC1=CC=C(C=C1)Cl)=O)COC1=CC=C(C=C1)C1=CC=C(C=C1)F (1-(4-Chloro-phenylcarbamoyl)-3-(4′-fluoro-biphenyl-4-yloxymethyl)-pyrrolidine-3-carboxylic acid ethyl ester), solid. The yield is 76.0%. RXN SMILES: [Cl:1][C:2]1[CH:7]=[CH:6][C:5]([N:8]=[C:9]=[O:10])=[CH:4][CH:3]=1.[CH2:11]([O:13][C:14]([C:16]1([CH2:21][O:22][C:23]2[CH:28]=[CH:27][C:26]([C:29]3[CH:34]=[CH:33][C:32]([F:35])=[CH:31][CH:30]=3)=[CH:25][CH:24]=2)[CH2:20][CH2:19][NH:18][CH2:17]1)=[O:15])[CH3:12]>>[CH2:11]([O:13][C:14]([C:16]1([CH2:21][O:22][C:23]2[CH:28]=[CH:27][C:26]([C:29]3[CH:30]=[CH:31][C:32]([F:35])=[CH:33][CH:34]=3)=[CH:25][CH:24]=2)[CH2:20][CH2:19][N:18]([C:9](=[O:10])[NH:8][C:5]2[CH:6]=[CH:7][C:2]([Cl:1])=[CH:3][CH:4]=2)[CH2:17]1)=[O:15])[CH3:12]. Procedure details: The title compound was prepared according to the method described for Preparation using 4-chloro phenyl isocyanate and 3-(4′-fluoro-biphenyl-4-yloxymethyl)-pyrrolidine-3-carboxylic acid ethyl ester (Preparation 65) to afford the racemate as a white solid (220 mg, 76%) Starting materials: CC(=O)O, Cl[Cu], Cl, Cc1c(F)cc(N)c(F)c1F, O=N[O-], [Na+], O=S(=O)(O)O. The product is Cc1c(F)cc(Cl)c(F)c1F. RXN SMILES: [CH3:22][C:23](=[O:24])[OH:25].[Cl:26][Cu:27].[ClH:21].[F:10][c:11]1[c:12]([NH2:13])[cH:14][c:15]([F:20])[c:16]([CH3:19])[c:17]1[F:18].[N:6]([O-:7])=[O:8].[Na+:9].[S:1](=[O:2])(=[O:3])([OH:4])[OH:5]>>[F:10][c:11]1[c:12]([Cl:21])[cH:14][c:15]([F:20])[c:16]([CH3:19])[c:17]1[F:18].